From a dataset of the Open Reaction Database (ORD), a public repository of structured organic reaction records. describe an organic reaction: reactants, conditions, products, and yield Reactants: ClC=1C=C2C(C(NC2=CC1)=O)(C1=CC=CC=C1)O (5-chloro-3-hydroxy-3-phenyl-2-indolinone), BrCCCC#N (4-bromobutyronitrile), nitrile. The product is ClC1=CC=2C(C=3N(C2C=C1)CCCCN3)(O)C3=CC=CC=C3 (9-chloro-11-phenyl-2,4,5,11-tetrahydro-3H-1,3-diazepino[1,2-a]indol-11-ol). As a reaction SMILES: [Cl:1][C:2]1[CH:3]=[C:4]2[C:8](=[CH:9][CH:10]=1)[NH:7][C:6](=O)[C:5]2([OH:18])[C:12]1[CH:17]=[CH:16][CH:15]=[CH:14][CH:13]=1.Br[CH2:20][CH2:21][CH2:22][C:23]#[N:24]>>[Cl:1][C:2]1[CH:10]=[CH:9][C:8]2[N:7]3[CH2:20][CH2:21][CH2:22][CH2:23][N:24]=[C:6]3[C:5]([C:12]3[CH:17]=[CH:16][CH:15]=[CH:14][CH:13]=3)([OH:18])[C:4]=2[CH:3]=1. Procedure: Reaction of 5-chloro-3-hydroxy-3-phenyl-2-indolinone with 4-bromobutyronitrile by a procedure analogous to that in Example 3(a) followed by hydrogenation of the resulting nitrile by a procedure analogous to that of Example 3(b) gives 9-chloro-11-phenyl-2,4,5,11-tetrahydro-3H-1,3-diazepino[1,2-a]indol-11-ol [m.p. of hydrobromide is 298°-300°C(decomp.)]. The reactants are C1CCOC1, COC(=O)C(NS(=O)(=O)c1ccc(-c2ccc(NC(=O)c3oc4ccc(C(C)=O)c(OC)c4c3C)cc2)cc1)C(C)C, [Li+], [OH-]. The product is COc1c(C(C)=O)ccc2oc(C(=O)Nc3ccc(-c4ccc(S(=O)(=O)NC(C(=O)O)C(C)C)cc4)cc3)c(C)c12. Reaction SMILES: [CH2:45]1[O:46][CH2:47][CH2:48][CH2:49]1.[CH3:1][O:2][C:3]([CH:4]([CH:5]([CH3:6])[CH3:7])[NH:8][S:9](=[O:10])(=[O:11])[c:12]1[cH:13][cH:14][c:15](-[c:18]2[cH:19][cH:20][c:21]([NH:24][C:25](=[O:26])[c:27]3[o:28][c:29]4[c:30]([c:31]3[CH3:32])[c:33]([O:40][CH3:41])[c:34]([C:37]([CH3:38])=[O:39])[cH:35][cH:36]4)[cH:22][cH:23]2)[cH:16][cH:17]1)=[O:42].[Li+:44].[OH-:43]>>[O:2]=[C:3]([CH:4]([CH:5]([CH3:6])[CH3:7])[NH:8][S:9](=[O:10])(=[O:11])[c:12]1[cH:13][cH:14][c:15](-[c:18]2[cH:19][cH:20][c:21]([NH:24][C:25](=[O:26])[c:27]3[o:28][c:29]4[c:30]([c:31]3[CH3:32])[c:33]([O:40][CH3:41])[c:34]([C:37]([CH3:38])=[O:39])[cH:35][cH:36]4)[cH:22][cH:23]2)[cH:16][cH:17]1)[OH:42]. Starting materials: O=C([O-])[O-], O=C([O-])O, COc1cc2c(c3c1OC(C)(C)C3)C(c1cccc(C(N)=O)c1)=NC(C)(C)C2, CC#N, [K+], [K+], [Na+]. Yields the product COc1cc2c(c3c1OC(C)(C)C3)C(c1cccc(C(=O)NCO)c1)=NC(C)(C)C2. RXN SMILES: [C:29]([O-:30])(=[O:31])[O-:32].[C:35](=[O:36])([O-:37])[OH:38].[CH3:1][O:2][c:3]1[cH:4][c:5]2[c:10]([c:11]3[c:12]1[O:13][C:14]([CH3:16])([CH3:17])[CH2:15]3)[C:9]([c:18]1[cH:19][c:20]([C:21](=[O:22])[NH2:23])[cH:24][cH:25][cH:26]1)=[N:8][C:7]([CH3:27])([CH3:28])[CH2:6]2.[CH3:40][C:41]#[N:42].[K+:33].[K+:34].[Na+:39]>>[CH3:1][O:2][c:3]1[cH:4][c:5]2[c:10]([c:11]3[c:12]1[O:13][C:14]([CH3:16])([CH3:17])[CH2:15]3)[C:9]([c:18]1[cH:19][c:20]([C:21](=[O:22])[NH:23][CH2:29][OH:30])[cH:24][cH:25][cH:26]1)=[N:8][C:7]([CH3:27])([CH3:28])[CH2:6]2. The reactants are CC1CCC(C(=O)N(c2cc(Br)sc2C(=O)[O-])C2CCC(O)CC2)CC1, O=C([O-])[O-], [Li+], [Na+], [Na+], OB(O)C1=CCC2(CC1)OCCO2, CN(C)C=O. Product: CC1CCC(C(=O)N(c2cc(C3=CCC4(CC3)OCCO4)sc2C(=O)O)C2CCC(O)CC2)CC1. As a reaction SMILES: [Br:1][c:2]1[cH:3][c:4]([N:10]([C:11](=[O:12])[CH:13]2[CH2:14][CH2:15][CH:16]([CH3:19])[CH2:17][CH2:18]2)[CH:20]2[CH2:21][CH2:22][CH:23]([OH:26])[CH2:24][CH2:25]2)[c:5]([C:7](=[O:8])[O-:9])[s:6]1.[C:41](=[O:42])([O-:43])[O-:44].[Li+:27].[Na+:45].[Na+:46].[O:28]1[CH2:29][CH2:30][O:31][C:32]12[CH2:33][CH:34]=[C:35]([B:38]([OH:39])[OH:40])[CH2:36][CH2:37]2.[O:47]=[CH:48][N:49]([CH3:50])[CH3:51]>>[c:2]1([C:35]2=[CH:34][CH2:33][C:32]3([O:28][CH2:29][CH2:30][O:31]3)[CH2:37][CH2:36]2)[cH:3][c:4]([N:10]([C:11](=[O:12])[CH:13]2[CH2:14][CH2:15][CH:16]([CH3:19])[CH2:17][CH2:18]2)[CH:20]2[CH2:21][CH2:22][CH:23]([OH:26])[CH2:24][CH2:25]2)[c:5]([C:7](=[O:8])[OH:9])[s:6]1. Reactants: Intermediate 102, CC1=C(C=C(C=C1)OC1=CC=C(C=N1)NC(=O)C1(CCC1)NC(OC(C)(C)C)=O)OC (1,1-dimethylethyl (1-{[(6-{[4-methyl-3-(methyloxy)phenyl]oxy}-3-pyridinyl)amino]carbonyl}cyclobutyl)carbamate), CC1=C(C=C(C=C1)OC1=CC=C(C=N1)NC(=O)C1(CC1)NC(OC(C)(C)C)=O)OC (1,1-dimethylethyl (1-{[(6-{[4-methyl-3-(methyloxy)phenyl]oxy}-3-pyridinyl)amino]carbonyl}cyclopropyl)carbamate), CC1=C(C=C(C=C1)OC1=CC=C(C=N1)NC(=O)C1(CC1)NC(OC(C)(C)C)=O)OC (1,1-dimethylethyl (1-{[(6-{[4-methyl-3-(methyloxy)phenyl]oxy}-3-pyridinyl)amino]carbonyl}cyclopropyl)carbamate). Product: NC1(CC1)C(=O)NC=1C=NC(=CC1)OC1=CC(=C(C=C1)C)OC (1-amino-N-(6-{[4-methyl-3-(methyloxy)phenyl]oxy}-3-pyridinyl)cyclopropanecarboxamide). As a reaction SMILES: [CH3:1][C:2]1[CH:7]=[CH:6][C:5]([O:8][C:9]2[N:14]=[CH:13][C:12]([NH:15][C:16]([C:18]3([NH:22]C(=O)OC(C)(C)C)[CH2:21][CH2:20]C3)=[O:17])=[CH:11][CH:10]=2)=[CH:4][C:3]=1[O:30][CH3:31].CC1C=CC(OC2N=CC(NC(C3(NC(=O)OC(C)(C)C)CC3)=O)=CC=2)=CC=1OC>>[NH2:22][C:18]1([C:16]([NH:15][C:12]2[CH:13]=[N:14][C:9]([O:8][C:5]3[CH:6]=[CH:7][C:2]([CH3:1])=[C:3]([O:30][CH3:31])[CH:4]=3)=[CH:10][CH:11]=2)=[O:17])[CH2:21][CH2:20]1. Reported procedure: The title compound (58 mg) was made in a similar fashion to the preparation of Intermediate 102 replacing 1,1-dimethylethyl (1-{[(6-{[4-methyl-3-(methyloxy)phenyl]oxy}-3-pyridinyl)amino]carbonyl}cyclobutyl)carbamate with 1,1-dimethylethyl (1-{[(6-{[4-methyl-3-(methyloxy)phenyl]oxy}-3-pyridinyl)amino]carbonyl}cyclopropyl)carbamate (Intermediate 104, 80 mg)